This data is from the Open Reaction Database (ORD), a public repository of structured organic reaction records. The task is: describe an organic reaction: reactants, conditions, products, and yield Reactants: CCOCC, Cl, O=N[O-], NNc1ccccc1, [Na+], O. Product: [N-]=[N+]=Nc1ccccc1. RXN SMILES: [CH3:14][CH2:15][O:16][CH2:17][CH3:18].[ClH:1].[N:10]([O-:11])=[O:12].[NH2:2][NH:3][c:4]1[cH:5][cH:6][cH:7][cH:8][cH:9]1.[Na+:13].[OH2:19]>>[N+:2](=[N:3][c:4]1[cH:5][cH:6][cH:7][cH:8][cH:9]1)=[N-:10]. The reactants are CCOP(=O)(CNCc1ccc(C(=O)Nc2cc(-c3cccs3)ccc2NC(=O)OC(C)(C)C)cc1)OCC, ClCCl. Yields the product CCOP(=O)(CNCc1ccc(C(=O)Nc2cc(-c3cccs3)ccc2N)cc1)OCC. RXN SMILES: [CH3:1][C:2]([O:3][C:4](=[O:5])[NH:8][c:9]1[c:10]([NH:20][C:21](=[O:22])[c:23]2[cH:24][cH:25][c:26]([CH2:29][NH:30][CH2:31][P:32]([O:33][CH2:34][CH3:35])([O:36][CH2:37][CH3:38])=[O:39])[cH:27][cH:28]2)[cH:11][c:12](-[c:15]2[s:16][cH:17][cH:18][cH:19]2)[cH:13][cH:14]1)([CH3:6])[CH3:7].[Cl:40][CH2:41][Cl:42]>>[NH2:8][c:9]1[c:10]([NH:20][C:21](=[O:22])[c:23]2[cH:24][cH:25][c:26]([CH2:29][NH:30][CH2:31][P:32]([O:33][CH2:34][CH3:35])([O:36][CH2:37][CH3:38])=[O:39])[cH:27][cH:28]2)[cH:11][c:12](-[c:15]2[s:16][cH:17][cH:18][cH:19]2)[cH:13][cH:14]1.